From a dataset of the Open Reaction Database (ORD), a public repository of structured organic reaction records. describe an organic reaction: reactants, conditions, products, and yield Reactants: O (water), OOS(=O)[O-].[K+] (oxone), O (water), C(C1=CC=CC=C1)C(C(=S)O)CC(C)(C)C (2-benzyl-3-tert.-butylthio-propionic acid). The solvent is CO (methanol). Run at time 8 hour. Product: C(C1=CC=CC=C1)C(C(=O)O)CS(=O)(=O)C(C)(C)C (2-benzyl-3-tert-butylsulphonyl-propionic acid). Yield: 82.0%. As a reaction SMILES: [CH2:1]([CH:8]([CH2:12]C(C)(C)C)[C:9]([OH:11])=S)[C:2]1[CH:7]=[CH:6][CH:5]=[CH:4][CH:3]=1.O[O:18][S:19]([O-:21])=O.[K+].[OH2:23]>CO>[CH2:1]([CH:8]([CH2:12][S:19]([C:2]([CH3:7])([CH3:3])[CH3:1])(=[O:21])=[O:18])[C:9]([OH:11])=[O:23])[C:2]1[CH:3]=[CH:4][CH:5]=[CH:6][CH:7]=1 |f:1.2|. Procedure details: 280 mg of 2-benzyl-3-tert.-butylthio-propionic acid was dissolved in 5 ml of methanol and, while cooling with ice, 1 g of oxone in 4 ml of water was added and the whole was stirred overnight at room temperature. The solution was diluted with water and extracted with methylene chloride, and the extracts were dried and concentrated by evaporation (260 mg, 82% yield) 1H NMR: 300 MHz spectrum consistent with proposed structure. Anal. calcd. for C14H20O4S: C, 59.13; H, 7.09. Found: C, 59.39; H, 7.08. The reactants are [N-]=[N+]=[N-].[Na+] (Sodium azide), BrCCCOC=1C=C2C(C(C2CN2CCCCC2)C)=CC1 (5-(3-bromopropoxy)-2-methyl-1-(1-piperidinylmethyl)benzocyclobutene), O (water). Solvent: C(C)O.O (ethanol water). Yields the product NCCCOC=1C=C2C(C(C2CN2CCCCC2)C)=CC1 (5-(3-Aminopropoxy)-2-Methyl-1-(1-Piperidinylmethyl)Benzocyclobutene). RXN SMILES: [N-:1]=[N+]=[N-].[Na+].Br[CH2:6][CH2:7][CH2:8][O:9][C:10]1[CH:11]=[C:12]2[CH:15]([CH2:16][N:17]3[CH2:22][CH2:21][CH2:20][CH2:19][CH2:18]3)[CH:14]([CH3:23])[C:13]2=[CH:24][CH:25]=1.O>C(O)C.O>[NH2:1][CH2:6][CH2:7][CH2:8][O:9][C:10]1[CH:11]=[C:12]2[CH:15]([CH2:16][N:17]3[CH2:22][CH2:21][CH2:20][CH2:19][CH2:18]3)[CH:14]([CH3:23])[C:13]2=[CH:24][CH:25]=1 |f:0.1,4.5|. Reported procedure: Sodium azide (1.49 g) is added to a stirred solution of 5-(3-bromopropoxy)-2-methyl-1-(1-piperidinylmethyl)benzocyclobutene (7.3 g) dissolved in a mixture of ethanol/water (7.3 ml/73 ml). The reaction mixture is refluxed overnight, poured into water and extracted with ether. The organic extract is washed with sat'd aqueous NaCl, dried, filtered and evaporated in vacuo affording the desired product as an oil. Reactants: CS(=O)(=O)Cl (methanesulfonyl chloride), CC1(C2CCC1(C(=O)C2)CS(=O)(=O)O)C (d-10-camphorsulfonic acid), COC1=CC=2CCN3C([C@H]4CCCN[C@H]4C[C@H]3C2C=C1)=O ((8aS,12aS,13aS)-3-methoxy-5,6,8a,9,10,11,12,12a,13,13a-decahydroisoquino[2,1-g][1,6]naphthyridin-8-one), CN1CCOCC1 (N-methylmorpholine). Solvent: C(Cl)Cl (methylene chloride). Conditions: temperature 10 celsius, time 90 minute. Yields the product COC1=CC=2CCN3C([C@H]4CCCN([C@H]4C[C@H]3C2C=C1)S(=O)(=O)C)=O ((8aS,12aS,13aS)-3-methoxy-12-methanesulfonyl-5,6,8a,9,10,11,12,12a,13,13a-decahydroisoquino[2,1-g][1,6]naphthyridin-8-one). RXN SMILES: CC1(C)C2([CH2:10][S:11](O)(=[O:13])=[O:12])C(CC1CC2)=O.[CH3:16][O:17][C:18]1[CH:35]=[CH:34][C:33]2[C@H:32]3[N:23]([C:24](=[O:36])[C@@H:25]4[C@H:30]([CH2:31]3)[NH:29][CH2:28][CH2:27][CH2:26]4)[CH2:22][CH2:21][C:20]=2[CH:19]=1.CN1CCOCC1.CS(Cl)(=O)=O>C(Cl)Cl>[CH3:16][O:17][C:18]1[CH:35]=[CH:34][C:33]2[C@H:32]3[N:23]([C:24](=[O:36])[C@@H:25]4[C@H:30]([CH2:31]3)[N:29]([S:11]([CH3:10])(=[O:13])=[O:12])[CH2:28][CH2:27][CH2:26]4)[CH2:22][CH2:21][C:20]=2[CH:19]=1. Procedure details: A mixture of 660 g of the d-10-camphorsulfonic acid salt of (8aS,12aS,13aS)-3-methoxy-5,6,8a,9,10,11,12,12a,13,13a-decahydroisoquino[2,1-g][1,6]naphthyridin-8-one (IA) in 8 litres of methylene chloride and 404 g of N-methylmorpholine was cooled in an ice bath to 10° C. and 153 ml of methanesulfonyl chloride was added over 30 minutes, allowing the temperature to rise to 16° C. The mixture was stirred at 10°-16° C. for 90 minutes, then washed sequentially with water, IN hydrochloric acid, and wate... The reactants are Cc1cc(C(=C2CCCCC2)c2ccc(O)cc2)ccc1C=CC(=O)OC(C)(C)C, ClCCl, O=C(O)C(F)(F)F. Yields the product Cc1cc(C(=C2CCCCC2)c2ccc(O)cc2)ccc1C=CC(=O)O. RXN SMILES: [C:8]1(=[C:14]([c:15]2[cH:16][c:17]([CH3:30])[c:18]([CH:21]=[CH:22][C:23](=[O:24])[O:25][C:26]([CH3:27])([CH3:28])[CH3:29])[cH:19][cH:20]2)[c:31]2[cH:32][cH:33][c:34]([OH:37])[cH:35][cH:36]2)[CH2:9][CH2:10][CH2:11][CH2:12][CH2:13]1.[Cl:38][CH2:39][Cl:40].[OH:1][C:2]([C:3]([F:4])([F:5])[F:6])=[O:7]>>[C:8]1(=[C:14]([c:15]2[cH:16][c:17]([CH3:30])[c:18]([CH:21]=[CH:22][C:23](=[O:24])[OH:25])[cH:19][cH:20]2)[c:31]2[cH:32][cH:33][c:34]([OH:37])[cH:35][cH:36]2)[CH2:9][CH2:10][CH2:11][CH2:12][CH2:13]1. The reactants are O=C(CN(C(CN1C(C=2C(C1=O)=CC=CC2)=O)=O)C2=CC=CC=C2)N2CCCC1=CC=CC=C21 (N-[2-oxo-2-(1,2,3,4-tetrahydro-1-quinolyl)ethyl]-N-phenyl-2-phthalimidoacetamide), O.NN (hydrazine hydrate), CC=1C=C(C=CC1)N=C=O (3-methylphenyl isocyanate). The product is CC=1C=C(C=CC1)NC(NCC(=O)N(C1=CC=CC=C1)CC(N1CCCC2=CC=CC=C12)=O)=O (2-[3-(3-methylphenyl)ureido]-N-[2-oxo-2-(1,2,3,4-tetrahydro-1-quinolyl)ethyl]-N-phenylacetamide). Yield: 28.8%. As a reaction SMILES: [O:1]=[C:2]([N:25]1[C:34]2[C:29](=[CH:30][CH:31]=[CH:32][CH:33]=2)[CH2:28][CH2:27][CH2:26]1)[CH2:3][N:4]([C:19]1[CH:24]=[CH:23][CH:22]=[CH:21][CH:20]=1)[C:5](=[O:18])[CH2:6][N:7]1[C:11](=[O:12])C2=CC=CC=C2C1=O.O.NN.[CH3:38][C:39]1[CH:40]=[C:41]([N:45]=C=O)[CH:42]=[CH:43][CH:44]=1>>[CH3:38][C:39]1[CH:40]=[C:41]([NH:45][C:11](=[O:12])[NH:7][CH2:6][C:5]([N:4]([CH2:3][C:2](=[O:1])[N:25]2[C:34]3[C:29](=[CH:30][CH:31]=[CH:32][CH:33]=3)[CH2:28][CH2:27][CH2:26]2)[C:19]2[CH:24]=[CH:23][CH:22]=[CH:21][CH:20]=2)=[O:18])[CH:42]=[CH:43][CH:44]=1 |f:1.2|. Procedure: The procedure is analogous to that described in Example 23, but 3.1 g of N-[2-oxo-2-(1,2,3,4-tetrahydro-1-quinolyl)ethyl]-N-phenyl-2-phthalimidoacetamide, 0.69 g of hydrazine hydrate and 0.91 g of 3-methylphenyl isocyanate are used as the starting material. The product obtained is purified by chromatography on 25 g of silica (0.065-0.200 mm) contained in a column 1.7 cm in diameter [eluent: methylene chloride/ethyl acetate (80-20 by volume)], collecting 25 cm3 fractions. Fractions 12 to 23 are c... The reactants are CN1CCNCC1, ClC(Cl)Cl, Cc1ccc2c(c1)Sc1ccc(F)cc1C(Cl)C2. The product is Cc1ccc2c(c1)Sc1ccc(F)cc1C(N1CCN(C)CC1)C2. As a reaction SMILES: [CH3:19][N:20]1[CH2:21][CH2:22][NH:23][CH2:24][CH2:25]1.[CH:26]([Cl:27])([Cl:28])[Cl:29].[Cl:1][CH:2]1[CH2:3][c:4]2[c:5]([cH:14][c:15]([CH3:18])[cH:16][cH:17]2)[S:6][c:7]2[c:8]1[cH:9][c:10]([F:13])[cH:11][cH:12]2>>[CH:2]1([N:23]2[CH2:22][CH2:21][N:20]([CH3:19])[CH2:25][CH2:24]2)[CH2:3][c:4]2[c:5]([cH:14][c:15]([CH3:18])[cH:16][cH:17]2)[S:6][c:7]2[c:8]1[cH:9][c:10]([F:13])[cH:11][cH:12]2. Starting materials: N1C[C@@H](CCC1)NC1=NC(=NC=C1)C=1C=NN2C1C=CC=C2 ((R)—N-(piperidin-3-yl)-2-(pyrazolo[1,5-a]pyridin-3-yl)pyrimidin-4-amine), BrC1=NNC=N1 (3-bromo-1H-1,2,4-triazole). Reaction conditions: temperature 150 celsius. The product is N=1N=C(NC1)N1C[C@@H](CCC1)NC1=NC(=NC=C1)C=1C=NN2C1C=CC=C2 ((R)—N-(1-(4H-1,2,4-Triazol-3-yl)piperidin-3-yl)-2-(pyrazolo[1,5-a]pyridin-3-yl)pyrimidin-4-amine). Yield: 52.1%. Reaction SMILES: [NH:1]1[CH2:6][CH2:5][CH2:4][C@@H:3]([NH:7][C:8]2[CH:13]=[CH:12][N:11]=[C:10]([C:14]3[CH:15]=[N:16][N:17]4[CH:22]=[CH:21][CH:20]=[CH:19][C:18]=34)[N:9]=2)[CH2:2]1.Br[C:24]1[N:28]=[CH:27][NH:26][N:25]=1>>[N:25]1[N:26]=[C:27]([N:1]2[CH2:6][CH2:5][CH2:4][C@@H:3]([NH:7][C:8]3[CH:13]=[CH:12][N:11]=[C:10]([C:14]4[CH:15]=[N:16][N:17]5[CH:22]=[CH:21][CH:20]=[CH:19][C:18]=45)[N:9]=3)[CH2:2]2)[NH:28][CH:24]=1. Reported procedure: A mixture of (R)—N-(piperidin-3-yl)-2-(pyrazolo[1,5-a]pyridin-3-yl)pyrimidin-4-amine (Preparation 34, 298 mg, 1.01 mmol) and 3-bromo-1H-1,2,4-triazole (75 mg, 0.51 mmol, prepared as described in Journal of Medicinal Chemistry, 2004, 47 (19), 4645-4648) was heated at 150° C. overnight. The crude mixture was purified by reverse phase chromatography (C-18 silica from Waters©, water/acetonitrile/methanol as eluents [0.1% v/v formic acid buffered] 0% to 100%) to give the title compound (96 mg, 52%) a...